This data is from the Open Reaction Database (ORD), a public repository of structured organic reaction records. The task is: describe an organic reaction: reactants, conditions, products, and yield The reactants are C(C)OC(=O)C=1C(N(C2=NC(=CC=C2C1O)C)CC)=O (1-Ethyl-1,2-dihydro-4-hydroxy-7-methyl-2-oxo-1,8-naphthyridine-3-carboxylic acid ethyl ester), NN (hydrazine). Solvent: C(C)O (ethanol). Yields the product C(C)N1C(C(=C(C2=CC=C(N=C12)C)O)C(=O)NN)=O (1-Ethyl-1,2-dihydro-4-hydroxy-7-methyl-2-oxo-1,8-naphthyridine-3-carboxylic acid hydrazide). RXN SMILES: C([O:3][C:4]([C:6]1[C:7](=[O:20])[N:8]([CH2:18][CH3:19])[C:9]2[C:14]([C:15]=1[OH:16])=[CH:13][CH:12]=[C:11]([CH3:17])[N:10]=2)=O)C.[NH2:21][NH2:22]>C(O)C>[CH2:18]([N:8]1[C:9]2[C:14](=[CH:13][CH:12]=[C:11]([CH3:17])[N:10]=2)[C:15]([OH:16])=[C:6]([C:4]([NH:21][NH2:22])=[O:3])[C:7]1=[O:20])[CH3:19]. Procedure details: A stirred mixture of 1.38 g. (0.005 mole) of 1-ethyl-1,2-dihydro-4-hydroxy-7-methyl-2-oxo-1,8-naphthyridine-3-carboxylic acid ethyl ester (prepared as in Example 1) and 0.32 g. (0.01 mole) of hydrazine in 30 ml. of ethanol was heated under reflux for 1 hour. The mixture was filtered and the filter cake was triturated with 100 ml. of 20% aqueous acetic acid. The insoluble material was collected, air dried and was recrystallized from ethanol to give 0.7 g. of the title compound, m.p. 211°-13° C. Solvent: C(Cl)Cl (CH2Cl2), C(Cl)Cl (CH2Cl2). Reaction SMILES: O[CH2:2][C:3]1[CH:4]=[N:5][CH:6]=[CH:7][C:8]=1[C:9]([F:12])([F:11])[F:10].O=S(Cl)[Cl:15]>C(Cl)Cl>[ClH:15].[Cl:15][CH2:2][C:3]1[CH:4]=[N:5][CH:6]=[CH:7][C:8]=1[C:9]([F:12])([F:11])[F:10] |f:3.4|. Product: Cl.ClCC=1C=NC=CC1C(F)(F)F (3-chloromethyl-4-trifluoromethylpyridine hydrochloride). Reaction conditions: time 1 hour. Procedure details: To a stirred solution of 3-hydroxymethyl-4-trifluoromethylpyridine (1.11 g, 6.27 mmol) from step 1 above in CH2Cl2 (20 mL) at 0° C. was added SOCl2 (0.89 g, 7.5 nmuol) in CH2Cl2 (10 mL). The mixture was allowed to warm to room temperature and stirred for 1 h, and the solvent and excess SOCl2 were evaporated under reduced pressure. The residue was concentrated from cyclohexane (3-) to give 3-chloromethyl-4-trifluoromethylpyridine hydrochloride as a solid which was used in the next step without pu... The reactants are OCC=1C=NC=CC1C(F)(F)F (3-hydroxymethyl-4-trifluoromethylpyridine), O=S(Cl)Cl (SOCl2). Yields the product CN(C)c1ccc(C(=O)Nc2nc(-c3ccco3)c(C(=O)C3CCOCC3)s2)cc1. The reactants are ClCCCl, CN(C)c1ccc(C(=O)O)cc1, Cl, Nc1nc(-c2ccco2)c(C(=O)C2CCOCC2)s1, CN(C)C=O, O, O, On1nnc2ccccc21. As a reaction SMILES: [CH2:32]([Cl:33])[CH2:34][Cl:35].[CH3:20][N:21]([c:22]1[cH:23][cH:24][c:25]([C:26](=[O:27])[OH:28])[cH:29][cH:30]1)[CH3:31].[ClH:36].[O:1]1[CH2:2][CH2:3][CH:4]([C:7](=[O:8])[c:9]2[c:10](-[c:15]3[o:16][cH:17][cH:18][cH:19]3)[n:11][c:12]([NH2:14])[s:13]2)[CH2:5][CH2:6]1.[O:48]=[CH:49][N:50]([CH3:51])[CH3:52].[OH2:37].[OH2:53].[OH:38][n:39]1[c:40]2[cH:41][cH:42][cH:43][cH:44][c:45]2[n:46][n:47]1>>[O:1]1[CH2:2][CH2:3][CH:4]([C:7](=[O:8])[c:9]2[c:10](-[c:15]3[o:16][cH:17][cH:18][cH:19]3)[n:11][c:12]([NH:14][C:26]([c:25]3[cH:24][cH:23][c:22]([N:21]([CH3:20])[CH3:31])[cH:30][cH:29]3)=[O:27])[s:13]2)[CH2:5][CH2:6]1. Starting materials: N#CC1CC(F)CN1C(=O)CNC12CCC(C(=O)O)(CC1)CC2, NCc1ccc(C(F)(F)F)cc1. The product is N#CC1CC(F)CN1C(=O)CNC12CCC(C(=O)NCc3ccc(C(F)(F)F)cc3)(CC1)CC2. RXN SMILES: [C:1](=[O:2])([OH:3])[C:4]12[CH2:5][CH2:6][C:7]([NH:12][CH2:13][C:14](=[O:15])[N:16]3[CH:17]([C:22]#[N:23])[CH2:18][CH:19]([F:21])[CH2:20]3)([CH2:8][CH2:9]1)[CH2:10][CH2:11]2.[F:24][C:25]([c:26]1[cH:27][cH:28][c:29]([CH2:30][NH2:31])[cH:32][cH:33]1)([F:34])[F:35]>>[C:1](=[O:3])([C:4]12[CH2:5][CH2:6][C:7]([NH:12][CH2:13][C:14](=[O:15])[N:16]3[CH:17]([C:22]#[N:23])[CH2:18][CH:19]([F:21])[CH2:20]3)([CH2:8][CH2:9]1)[CH2:10][CH2:11]2)[NH:31][CH2:30][c:29]1[cH:28][cH:27][c:26]([C:25]([F:24])([F:34])[F:35])[cH:33][cH:32]1. Reactants: C(C)OC(C(=O)NC=1C=C(C=CC1OCCCC1=CC=CC=C1)C1=CC=C(C=C1)CC1=C(OC2=C1C=CC=C2)CCCC)=O (N-[4′-(2-butyl-benzofuran-3-ylmethyl)-4-(3-phenyl-propoxy)-biphenyl-3-yl]-oxalamic acid ethyl ester), [OH-].[Na+] (NaOH), Cl (HCl). Run in C(C)O (ethanol). Product: C(CCC)C=1OC2=C(C1CC1=CC=C(C=C1)C1=CC(=C(C=C1)OCCCC1=CC=CC=C1)NC(C(=O)O)=O)C=CC=C2 (N-[4′-(2-Butyl-benzofuran-3-ylmethyl)-4-(3-phenyl-propoxy)-biphenyl-3-yl]-oxalamic acid). Isolated yield 27.9%. Reaction SMILES: C([O:3][C:4](=[O:44])[C:5]([NH:7][C:8]1[CH:9]=[C:10]([C:24]2[CH:29]=[CH:28][C:27]([CH2:30][C:31]3[C:35]4[CH:36]=[CH:37][CH:38]=[CH:39][C:34]=4[O:33][C:32]=3[CH2:40][CH2:41][CH2:42][CH3:43])=[CH:26][CH:25]=2)[CH:11]=[CH:12][C:13]=1[O:14][CH2:15][CH2:16][CH2:17][C:18]1[CH:23]=[CH:22][CH:21]=[CH:20][CH:19]=1)=[O:6])C.[OH-].[Na+].Cl>C(O)C>[CH2:40]([C:32]1[O:33][C:34]2[CH:39]=[CH:38][CH:37]=[CH:36][C:35]=2[C:31]=1[CH2:30][C:27]1[CH:28]=[CH:29][C:24]([C:10]2[CH:11]=[CH:12][C:13]([O:14][CH2:15][CH2:16][CH2:17][C:18]3[CH:19]=[CH:20][CH:21]=[CH:22][CH:23]=3)=[C:8]([NH:7][C:5](=[O:6])[C:4]([OH:44])=[O:3])[CH:9]=2)=[CH:25][CH:26]=1)[CH2:41][CH2:42][CH3:43] |f:1.2|. Procedure: A solution of N-[4′-(2-butyl-benzofuran-3-ylmethyl)-4-(3-phenyl-propoxy)-biphenyl-3-yl]-oxalamic acid ethyl ester (120 mg, 0.204 mmol) in ethanol (3 mL) was treated with aq 1 N NaOH (0.3 mL, 1.5 equiv., 0.306 mmol) and stirred at room temperature. After stirring 1 h, the solution was acidified to pH<4 with 10% HCl, concentrated and purified by prep thin layer chromatography (10% methanol in dichloromethane) afforded N-[4′-(2-Butyl-benzofuran-3-ylmethyl)-4-(3-phenyl-propoxy)-biphenyl-3-yl]-oxalam...